This data is from the Open Reaction Database (ORD), a public repository of structured organic reaction records. The task is: describe an organic reaction: reactants, conditions, products, and yield The product is FC=1C=CC=C2C(=CC=NC12)NC(=O)NC1=CC=CC(=N1)C1CCN(CC1)C(C)C (1-(8-Fluoro-quinolin-4-yl)-3-(1′-isopropyl-1′,2′,3′,4′,5′,6′-hexahydro-[2,4′]bipyridinyl-6-yl)-urea), powder. As a reaction SMILES: [F:1][C:2]1[CH:3]=[CH:4][CH:5]=[C:6]2[C:11]=1[N:10]=[CH:9][CH:8]=[C:7]2[NH:12][C:13]([NH:15][C:16]1[N:21]=[C:20]([CH:22]2[CH2:27][CH2:26][NH:25][CH2:24][CH2:23]2)[CH:19]=[CH:18][CH:17]=1)=[O:14].[BH4-].[Na+].Cl.C(Cl)Cl.CO.[CH3:36][C:37]([CH3:39])=O>>[F:1][C:2]1[CH:3]=[CH:4][CH:5]=[C:6]2[C:11]=1[N:10]=[CH:9][CH:8]=[C:7]2[NH:12][C:13]([NH:15][C:16]1[N:21]=[C:20]([CH:22]2[CH2:23][CH2:24][N:25]([CH:37]([CH3:39])[CH3:36])[CH2:26][CH2:27]2)[CH:19]=[CH:18][CH:17]=1)=[O:14] |f:1.2,4.5|. Yield: 81.0%. Procedure: To a solution of 50 mg of 1-(8-fluoro-quinolin-4-yl)-3-(1′,2′,3′,4′,5′,6′-hexahydro-[2,4′]bipyridinyl-6-yl)-urea (example 62) (0.137 mmol) in 50 ml of acetone were added 26 mg of sodium borohydride (0.684 mmol) in small portions. The reaction was slightly exotherm. After stirring the reaction mixture over night a small amount of 2M HCl was added to the reaction mixture up to a pH of 3 to destroy the excess of sodium borohydride. After neutralization with sodium bicarbonate, acetone was evaporate... The reactants are C(Cl)Cl.CO (DCM MeOH), FC=1C=CC=C2C(=CC=NC12)NC(=O)NC1=CC=CC(=N1)C1CCNCC1 (1-(8-Fluoro-quinolin-4-yl)-3-(1′,2′,3′,4′,5′,6′-hexahydro-[2,4′]bipyridinyl-6-yl)-urea), [BH4-].[Na+] (sodium borohydride), CC(=O)C (acetone), Cl (HCl). The reactants are C(CCl)Cl (EDC), NC1=CC=C(C=N1)C=CC(=O)O (3-(6-amino-pyridin-3-yl)acrylic acid), C(C)OC1=C(CCN)C=CC=C1OC ((2-ethoxy-3-methoxy-benzyl)methylamine), C=1C=CC2=C(C1)N=NN2O.O (HOBt H2O), CCN(C(C)C)C(C)C (DIPEA), Cl (HCl). Solvent: O (water), CN(C)C=O (DMF), C(Cl)Cl (CH2Cl2). Run at time 18 hour. The product is Cl.NC1=CC=C(C=N1)/C=C/C(=O)N(C)CC1=C(C(=CC=C1)OC)OCC ((E)-3-(6-Amino-pyridin-3-yl)-N-(2-ethoxy-3-methoxy-benzyl)-N-methyl-acrylamide hydrochloride). Yield: 45.5%. As a reaction SMILES: C(Cl)C[Cl:3].[NH2:5][C:6]1[N:11]=[CH:10][C:9]([CH:12]=[CH:13][C:14]([OH:16])=O)=[CH:8][CH:7]=1.[CH2:17]([O:19][C:20]1[C:28]([O:29][CH3:30])=[CH:27][CH:26]=[CH:25][C:21]=1[CH2:22]CN)[CH3:18].C1C=CC2N(O)N=[N:37][C:35]=2C=1.O.CCN(C(C)C)C(C)C.Cl>CN(C=O)C.O.C(Cl)Cl>[ClH:3].[NH2:5][C:6]1[N:11]=[CH:10][C:9](/[CH:12]=[CH:13]/[C:14]([N:37]([CH2:22][C:21]2[CH:25]=[CH:26][CH:27]=[C:28]([O:29][CH3:30])[C:20]=2[O:19][CH2:17][CH3:18])[CH3:35])=[O:16])=[CH:8][CH:7]=1 |f:3.4,10.11|. Procedure: EDC (231 mg, 1.2 mmol) was added to a solution of (−3-(6-amino-pyridin-3-yl)acrylic acid (164 mg, 1.0 mmol), (2-ethoxy-3-methoxy-benzyl)methylamine (215 mg, 1.1 mmol), HOBt H2O (149 mg, 1.1 mmol) and DIPEA (525 μL, 3.0 mmol) in dry DMF (10 mL). After 18 hr of stirring, the mixture was diluted with water (60 mL) and extracted with EtOAc (2×20 mL). The organic layer was washed with brine (2×30 mL), dried and evaporated. Flash chromatography (silica 1-3% MeOH in CH2Cl2) furnished pure free base whi... Reactants: ClC=1C=CC2=C(C(=[N+](CC=3N2C(=NC3N3CCOCC3)C)[O-])C3=C(C=CC=C3)F)C1 (8-chloro-6-(2-fluorophenyl)-1-methyl-3-morpholino-4H-imidazo[1,5-a][1,4]-benzodiazepine 5-oxide), Cl[Si]([Si](Cl)(Cl)Cl)(Cl)Cl (hexachlorodisilane), C(Cl)Cl (methylene chloride). Run in C1(=CC=CC=C1)C (toluene). Conditions: time 2 day. The product is ClC=1C=CC2=C(C(=NCC=3N2C(=NC3N3CCOCC3)C)C3=C(C=CC=C3)F)C1 (8-Chloro-6-(2-fluorophenyl)-1-methyl-3-morpholino-4H-imidazo[1,5-a][ 1,4]benzodiazepine). As a reaction SMILES: [Cl:1][C:2]1[CH:3]=[CH:4][C:5]2[N:11]3[C:12]([CH3:21])=[N:13][C:14]([N:15]4[CH2:20][CH2:19][O:18][CH2:17][CH2:16]4)=[C:10]3[CH2:9][N+:8]([O-])=[C:7]([C:23]3[CH:28]=[CH:27][CH:26]=[CH:25][C:24]=3[F:29])[C:6]=2[CH:30]=1.Cl[Si](Cl)(Cl)[Si](Cl)(Cl)Cl.C(Cl)Cl>C1(C)C=CC=CC=1>[Cl:1][C:2]1[CH:3]=[CH:4][C:5]2[N:11]3[C:12]([CH3:21])=[N:13][C:14]([N:15]4[CH2:20][CH2:19][O:18][CH2:17][CH2:16]4)=[C:10]3[CH2:9][N:8]=[C:7]([C:23]3[CH:28]=[CH:27][CH:26]=[CH:25][C:24]=3[F:29])[C:6]=2[CH:30]=1. Procedure details: A mixture of 0.2 g of 8-chloro-6-(2-fluorophenyl)-1-methyl-3-morpholino-4H-imidazo[1,5-a][1,4]-benzodiazepine 5-oxide, 0.2 ml of hexachlorodisilane and 10 ml of methylene chloride was allowed to sit for two days. It was then diluted with toluene and washed with 1 N sodium hydroxide solution. The organic phase was dried and evaporated. Crystallization of the residue from ether/hexane gave end product with mp 172°-174° C.